This data is from the Open Reaction Database (ORD), a public repository of structured organic reaction records. The task is: describe an organic reaction: reactants, conditions, products, and yield Reactants: [Cl-].CC1=C(N2C(=NC(=CC2=O)C[P+](C2=CC=CC=C2)(C2=CC=CC=C2)C2=CC=CC=C2)S1)C (2,3-Dimethyl-5-oxo-5H-[1,3]thiazolo[3,2-a]pyrimidin-7-ylmethyl(triphenyl)-phosphonium chloride), intermediate, [H-].[Na+] (NaH), C1(CC1)COC1=C(C=O)C=CC=C1OC (2-(cyclopropylmethoxy)-3-methoxybenzaldehyde), C1(CC1)COC1=C(C=CC=C1OC)/C=C/C=1N=C2N(C(C1I)=O)C=CS2 (7-{(E)-2-[2-(Cyclopropylmethoxy)-3-methoxyphenyl]vinyl}-6-iodo-5H-[1,3]thiazolo[3,2-a]pyrimidin-5-one). The solvent is CS(=O)C (DMSO). Product: C1(CC1)COC1=C(C=CC=C1OC)/C=C/C=1N=C2N(C(C1)=O)C(=C(S2)C)C (7-{(E)-2-[2-(Cyclopropylmethoxy)-3-methoxyphenyl]vinyl}-2,3-dimethyl-5H-[1,3]thiazolo[3,2-a]pyrimidin-5-one). RXN SMILES: [Cl-].[CH3:2][C:3]1[S:32][C:6]2=[N:7][C:8]([CH2:12][P+](C3C=CC=CC=3)(C3C=CC=CC=3)C3C=CC=CC=3)=[CH:9][C:10](=[O:11])[N:5]2[C:4]=1[CH3:33].[H-].[Na+].[CH:36]1([CH2:39][O:40][C:41]2[C:48]([O:49][CH3:50])=[CH:47][CH:46]=[CH:45][C:42]=2[CH:43]=O)[CH2:38][CH2:37]1.C1(COC2C(OC)=CC=CC=2/C=C/C2N=C3SC=CN3C(=O)C=2I)CC1>CS(C)=O>[CH:36]1([CH2:39][O:40][C:41]2[C:48]([O:49][CH3:50])=[CH:47][CH:46]=[CH:45][C:42]=2/[CH:43]=[CH:12]/[C:8]2[N:7]=[C:6]3[S:32][C:3]([CH3:2])=[C:4]([CH3:33])[N:5]3[C:10](=[O:11])[CH:9]=2)[CH2:37][CH2:38]1 |f:0.1,2.3|. Procedure details: A stirred suspension of Step 2 intermediate (1.0 g, 2.00 mmol) in dry DMSO (12 ml) was treated with NaH (89 mg, 2.240 mmol) and 2-(cyclopropylmethoxy)-3-methoxybenzaldehyde (462 mg, 2.240 mmol) according to the procedure described in Step 3, Intermediate 2 to yield a crude solid which was purified by column chromatography using 2% ethyl acetate in DCM to afford 600 mg of the desired compound as an off-white solid: 1H NMR (300 MHz, DMSO-d6) δ 0.32-0.35 (m, 2H), 0.54-0.58 (m, 2H), 1.15-1.21 (m, 1H...